This data is from the Open Reaction Database (ORD), a public repository of structured organic reaction records. The task is: describe an organic reaction: reactants, conditions, products, and yield Reported procedure: (8R)-2-Methyl-7,8-dihydro[1,4]dioxino[2,3-g][1,3]benzoxazol-8-ylmethyl 4-methylbenzenesulfonate (0.375 g, 1.00 mmole) and 3-phenyl-8-aza-bicyclo[3.2.1]-octan-3-ol (0.25 g, 1.2 mmole) were combined in 8 mL of DMSO. This solution was heated to 75-80° C. under nitrogen for 8 hours. After completion, the reaction was cooled to room temperature and diluted to 500 mL with ethyl acetate. The mixture was washed twice with 400 mL portions of saturated aqueous sodium bicarbonate, with 300 mL of water and ... Run in C(C)(=O)OCC (ethyl acetate), CS(=O)C (DMSO). As a reaction SMILES: CC1C=CC(S(O[CH2:12][C@H:13]2[CH2:26][O:25][C:16]3[CH:17]=[CH:18][C:19]4[N:20]=[C:21]([CH3:24])[O:22][C:23]=4[C:15]=3[O:14]2)(=O)=O)=CC=1.[C:27]1([C:33]2([OH:41])[CH2:39][CH:38]3[NH:40][CH:35]([CH2:36][CH2:37]3)[CH2:34]2)[CH:32]=[CH:31][CH:30]=[CH:29][CH:28]=1>CS(C)=O.C(OCC)(=O)C>[CH3:24][C:21]1[O:22][C:23]2[C:15]3[O:14][CH:13]([CH2:12][N:40]4[CH:38]5[CH2:37][CH2:36][CH:35]4[CH2:34][C:33]([C:27]4[CH:32]=[CH:31][CH:30]=[CH:29][CH:28]=4)([OH:41])[CH2:39]5)[CH2:26][O:25][C:16]=3[CH:17]=[CH:18][C:19]=2[N:20]=1. Reactants: CC1=CC=C(C=C1)S(=O)(=O)OC[C@@H]1OC2=C(C=CC=3N=C(OC32)C)OC1 ((8R)-2-Methyl-7,8-dihydro[1,4]dioxino[2,3-g][1,3]benzoxazol-8-ylmethyl 4-methylbenzenesulfonate), C1(=CC=CC=C1)C1(CC2CCC(C1)N2)O (3-phenyl-8-aza-bicyclo[3.2.1]-octan-3-ol). Product: CC=1OC2=C(N1)C=CC1=C2OC(CO1)CN1C2CC(CC1CC2)(O)C2=CC=CC=C2 (8-{[2-Methyl-7,8-dihydro[1,4]dioxino[2,3-g][1,3]benzoxazol-8-yl]methyl}-3-phenyl-8-azabicyclo[3.2.1]octan-3-ol). Reaction conditions: temperature 77.5 celsius. Reactants: N[C@H]([C@@H](C(=O)NC1CC1)O)CC ((2S,3S)-3-amino-N-cyclopropyl-2-hydroxypentanamide), C1(=CC=CC2=CC=CC=C12)CN (naphthalen-1-ylmethanamine). Product: N[C@H]([C@@H](C(=O)NCC1=CC=CC2=CC=CC=C12)O)CC ((2S,3S)-3-Amino-2-hydroxy-N-(naphthalen-1-ylmethyl)pentanamide). RXN SMILES: [NH2:1][C@@H:2]([CH2:11][CH3:12])[C@H:3]([OH:10])[C:4](NC1CC1)=[O:5].[C:13]1([CH2:23][NH2:24])[C:22]2[C:17](=[CH:18][CH:19]=[CH:20][CH:21]=2)[CH:16]=[CH:15][CH:14]=1>>[NH2:1][C@@H:2]([CH2:11][CH3:12])[C@H:3]([OH:10])[C:4]([NH:24][CH2:23][C:13]1[C:22]2[C:17](=[CH:18][CH:19]=[CH:20][CH:21]=2)[CH:16]=[CH:15][CH:14]=1)=[O:5]. Reported procedure: The title compound was prepared in analogy to (2S,3S)-3-amino-N-cyclopropyl-2-hydroxypentanamide, Representative Procedure B, using naphthalen-1-ylmethanamine in the seventh step (step B7).